Dataset: the Open Reaction Database (ORD), a public repository of structured organic reaction records. Task: describe an organic reaction: reactants, conditions, products, and yield RXN SMILES: [C:1]([CH3:2])(=[O:3])[c:4]1[c:5]2[cH:6][cH:7][c:8](=[O:22])[nH:9][c:10]2[cH:11][c:12]([O:14][CH2:15][c:16]2[cH:17][cH:18][cH:19][cH:20][cH:21]2)[cH:13]1.[C:32](=[O:33])([OH:34])[O-:35].[CH3:27][C:28](=[O:29])[OH:30].[Cl:23][CH2:24][CH2:25][Cl:26].[Na+:36].[Na+:41].[OH2:31].[S:37](=[O:38])([OH:39])[O-:40]>>[C:1]([CH2:2][Cl:23])(=[O:3])[c:4]1[c:5]2[cH:6][cH:7][c:8](=[O:22])[nH:9][c:10]2[cH:11][c:12]([O:14][CH2:15][c:16]2[cH:17][cH:18][cH:19][cH:20][cH:21]2)[cH:13]1. Reactants: CC(=O)c1cc(OCc2ccccc2)cc2[nH]c(=O)ccc12, O=C([O-])O, CC(=O)O, ClCCCl, [Na+], [Na+], O, O=S([O-])O. Product: O=C(CCl)c1cc(OCc2ccccc2)cc2[nH]c(=O)ccc12.